From a dataset of the Open Reaction Database (ORD), a public repository of structured organic reaction records. describe an organic reaction: reactants, conditions, products, and yield Reactants: O1C[C@@H](CC1)NC1=C2N=CN(C2=NC=N1)[C@H]1[C@@H]([C@@H]([C@H](O1)CSC1=C(C(=O)OC)C=CC=C1)O)O (Methyl 2[(5-{6-[((3R)oxolan-3-yl)amino]purin-9-yl}(2S,3S,4R,5R)-3,4-dihydroxyoxolan-2-yl)methylthio]benzoate), SC1=NC=CC=C1 (2-mercaptopyridine), C(=O)(OC)C1=C(C=CC=C1)S (2-carbomethoxythiophenol). Product: O1C[C@H](CC1)NC1=C2N=CN(C2=NC=N1)[C@@H]1O[C@@H]([C@H]([C@H]1O)O)CSC1=NC=CC=C1 (2-{6-[((3S)oxolan-3-yl)amino]purin-9-yl}(4S,5S,2R,3R)-5-(2-pyridylthiomethyl)oxolane-3,4-diol). As a reaction SMILES: [O:1]1[CH2:5][CH2:4][C@@H:3]([NH:6][C:7]2[N:15]=[CH:14][N:13]=[C:12]3[C:8]=2[N:9]=[CH:10][N:11]3[C@@H:16]2[O:20][C@H:19]([CH2:21][S:22][C:23]3[CH:32]=[CH:31][CH:30]=[CH:29]C=3C(OC)=O)[C@@H:18]([OH:33])[C@H:17]2[OH:34])[CH2:2]1.SC1C=CC=C[N:37]=1.C(C1C=CC=CC=1S)(OC)=O>>[O:1]1[CH2:5][CH2:4][C@H:3]([NH:6][C:7]2[N:15]=[CH:14][N:13]=[C:12]3[C:8]=2[N:9]=[CH:10][N:11]3[C@H:16]2[C@H:17]([OH:34])[C@H:18]([OH:33])[C@@H:19]([CH2:21][S:22][C:23]3[CH:32]=[CH:31][CH:30]=[CH:29][N:37]=3)[O:20]2)[CH2:2]1. Procedure: Compound 28 was prepared in the manner of compound 23 substituting 2-mercaptopyridine for 2-carbomethoxythiophenol [MS 431.4 (M+1)]. Starting materials: C(C)(=O)N1N=C(C2=C(C[C@H]1C)C=C1C(=C2)OCO1)C1=CC=C(C=C1)[N+](=O)[O-] ((R)-7-acetyl-8,9-dihydro-8-methyl-5-(4-nitrophenyl)-7H-1,3-dioxolo[4,5-h][2,3]benzodiazepine), crude product, [H][H] (hydrogen). The reagents and catalysts are [Pd] (palladium on carbon). Solvent: O.C(C)O (water ethanol), C(C)O (ethanol). Yields the product C(C)(=O)N1N=C(C2=C(C[C@H]1C)C=C1C(=C2)OCO1)C1=CC=C(C=C1)N ((R)-7-acetyl-5-(4-aminophenyl)-8,9-dihydro-8-methyl-7H-1,3-dioxolo[4,5-h][2,3]benzodiazepine). Yield: 88.4%. RXN SMILES: [C:1]([N:4]1[C@H:10]([CH3:11])[CH2:9][C:8]2[CH:12]=[C:13]3[O:18][CH2:17][O:16][C:14]3=[CH:15][C:7]=2[C:6]([C:19]2[CH:24]=[CH:23][C:22]([N+:25]([O-])=O)=[CH:21][CH:20]=2)=[N:5]1)(=[O:3])[CH3:2].[H][H]>C(O)C.[Pd].O.C(O)C>[C:1]([N:4]1[C@H:10]([CH3:11])[CH2:9][C:8]2[CH:12]=[C:13]3[O:18][CH2:17][O:16][C:14]3=[CH:15][C:7]=2[C:6]([C:19]2[CH:20]=[CH:21][C:22]([NH2:25])=[CH:23][CH:24]=2)=[N:5]1)(=[O:3])[CH3:2] |f:4.5|. Procedure: (R)-7-acetyl-8,9-dihydro-8-methyl-5-(4-nitrophenyl)-7H-1,3-dioxolo[4,5-h][2,3]benzodiazepine (38.93 g) was hydrogenated in 730 mL (19 volumes) of 2B-3 ethanol using 7.79 g of 10% palladium on carbon and 1 atmosphere of hydrogen. When HPLC analysis indicated that starting material had been consumed, the catalyst was removed by filtration and the filtrate was evaporated to afford 38.7 g of crude product. The crude product was dissolved in 220 ML (5.7 volumes) of 1:1 water/ethanol by heating to ref... The reactants are C1(=CC=CC2=CC=CC=C12)C=C(C)[N+](=O)[O-] (1-naphthyl-2-nitropropene), ferric chloride hexahydrate, O (water), Cl (Hydrochloric acid). Reagents/catalysts: [Fe] (iron). Conditions: temperature 85 celsius. Yields the product C1(=CC=CC2=CC=CC=C12)CC(C)=O (1-naphthylacetone). Isolated yield 91.0%. Reaction SMILES: [C:1]1([CH:11]=[C:12]([N+]([O-])=O)[CH3:13])[C:10]2[C:5](=[CH:6][CH:7]=[CH:8][CH:9]=2)[CH:4]=[CH:3][CH:2]=1.Cl.[OH2:18]>[Fe]>[C:1]1([CH2:11][C:12](=[O:18])[CH3:13])[C:10]2[C:5](=[CH:6][CH:7]=[CH:8][CH:9]=2)[CH:4]=[CH:3][CH:2]=1. Reported procedure: A mixture of 1-naphthyl-2-nitropropene (taken directly from the synthesis of the last paragraph without purification, 10.4 g, 0.8 mol), iron powder (320.0 g, 5.8 g-atoms), ferric chloride hexahydrate (0.8 g) and water (800 mL) was mechanically stirred and heated to 85° C. Hydrochloric acid (37% aqueous, 120 mL, 1.2 mol) was then added dropwise over 5 hours while the temperature was maintained at 85-90° C. The mixture was filtered, the filtrate was extracted with methylene chloride (100 mL), and ... Reactants: keto-enol, FC1=CC=C(C=C1)C1=C(N(C2=CC=CC=C12)C(C)C)/C=C/C(=O)O ((E)-3-[3-(4-fluorophenyl)-1-isopropyl-1H-indol-2-yl]-acrylic acid), 1,1-carbonyldiimidazole, [Cl-].[Mg+2].[Cl-] (magnesium chloride), [K+].C(CC(=O)[O-])(=O)OC (monomethyl malonate potassium salt). The solvent is C1CCOC1 (THF). Run at time 1 hour. The product is COC(CC(\C=C\C=1N(C2=CC=CC=C2C1C1=CC=C(C=C1)F)C(C)C)=O)=O ((E)-5-[3-(4-Fluorophenyl)-1-isopropyl-1H-indol-2-yl]-3-oxopent-4-enoic Acid Methyl Ester). Reaction SMILES: [F:1][C:2]1[CH:7]=[CH:6][C:5]([C:8]2[C:16]3[C:11](=[CH:12][CH:13]=[CH:14][CH:15]=3)[N:10]([CH:17]([CH3:19])[CH3:18])[C:9]=2/[CH:20]=[CH:21]/C(O)=O)=[CH:4][CH:3]=1.[Cl-].[Mg+2].[Cl-].[K+].[C:29]([O:35][CH3:36])(=[O:34])[CH2:30][C:31]([O-])=[O:32]>C1COCC1>[CH3:36][O:35][C:29](=[O:34])[CH2:30][C:31](=[O:32])/[CH:21]=[CH:20]/[C:9]1[N:10]([CH:17]([CH3:18])[CH3:19])[C:11]2[C:16]([C:8]=1[C:5]1[CH:4]=[CH:3][C:2]([F:1])=[CH:7][CH:6]=1)=[CH:15][CH:14]=[CH:13][CH:12]=2 |f:1.2.3,4.5|. Procedure: 0.8 g (2.46 mmol) of (E)-3-[3-(4-fluorophenyl)-1-isopropyl-1H-indol-2-yl]-acrylic acid in 4 ml of THF are introduced into a 50 ml three-necked round-bottomed flask equipped with a magnetic stirrer, thermometer, reflux condenser and nitrogen delivery line. 0.5 g (2.96 mmol) of 1,1-carbonyldiimidazole is then added in portions in the course of 5 min. and stirring is carried out at room temperature for 1 hour. 0.24 g (2.46 mmol) of magnesium chloride and 0.39 g (2.46 mmol) of monomethyl malonate po... Product: NC(=O)c1cccc(COc2ccc(C=O)cc2)c1. RXN SMILES: [C:19]([O-:20])(=[O:21])[O-:22].[CH3:27][S:28]([CH3:29])=[O:30].[CH:1](=[O:2])[c:3]1[cH:4][cH:5][c:6]([O:7][CH2:8][c:9]2[cH:10][c:11]([C:12]#[N:13])[cH:14][cH:15][cH:16]2)[cH:17][cH:18]1.[K+:23].[K+:24].[OH:25][OH:26]>>[CH:1](=[O:2])[c:3]1[cH:4][cH:5][c:6]([O:7][CH2:8][c:9]2[cH:10][c:11]([C:12]([NH2:13])=[O:20])[cH:14][cH:15][cH:16]2)[cH:17][cH:18]1. Reactants: O=C([O-])[O-], CS(C)=O, N#Cc1cccc(COc2ccc(C=O)cc2)c1, [K+], [K+], OO.